Dataset: the Open Reaction Database (ORD), a public repository of structured organic reaction records. Task: describe an organic reaction: reactants, conditions, products, and yield Reactants: C([O-])(O)=O.[Na+] (sodium bicarbonate), BrC=1C=C(C=CC1)O (3-bromophenol), C12(CC3CC(CC(C1)C3)C2)O (1-adamantanol), S(O)(O)(=O)=O (sulphuric acid). Run in O (water), ClCCl (dichloromethane). Reaction conditions: time 24 hour. Product: C12(CC3CC(CC(C1)C3)C2)C2=C(C=C(C=C2)Br)O (2-(1-Adamantyl)-5-bromophenol). RXN SMILES: [Br:1][C:2]1[CH:3]=[C:4]([OH:8])[CH:5]=[CH:6][CH:7]=1.[C:9]12(O)[CH2:18][CH:13]3[CH2:14][CH:15]([CH2:17][CH:11]([CH2:12]3)[CH2:10]1)[CH2:16]2.S(=O)(=O)(O)O.C(=O)(O)[O-].[Na+]>O.ClCCl>[C:9]12([C:5]3[CH:6]=[CH:7][C:2]([Br:1])=[CH:3][C:4]=3[OH:8])[CH2:18][CH:13]3[CH2:14][CH:15]([CH2:17][CH:11]([CH2:12]3)[CH2:10]1)[CH2:16]2 |f:3.4|. Procedure: 17 g (0.1 mol) of 3-bromophenol, 15.22 g (0.1 mol) of 1-adamantanol and 50 ml of dichloromethane are introduced into a round-bottomed flask. 5 ml of concentrated sulphuric acid are added dropwise and the mixture is stirred at room temperature for 24 hours. The reaction medium is poured into water, the mixture is neutralized with sodium bicarbonate and extracted with ethyl ether and the organic phase is separated after settling has taken place, then dried over magnesium sulphate and evaporated. T... Reactants: ClCC(=O)N1CCCCC1 (2-chloro-1-piperidin-1-yl-ethanone), BrC1(C(NC2=CC(=CC=C12)Cl)=O)CC1=CC=C(C=C1)Cl (rac-3-bromo-6-chloro-3-(4-chloro-benzyl)-1,3-dihydro-indol-2-one). Run in O (water). Reaction conditions: time 2 hour. Yields the product ClC1=CC=C2C(C(N(C2=C1)CC(N1CCCCC1)=O)=O)(NC1CCCCC1)CC1=CC=C(C=C1)Cl (rac-6-chloro-3-(4-chloro-benzyl)-3-cyclohexylamino-1-(2-oxo-2-piperidin-1-yl-ethyl)-1,3-dihydro-indol-2-one). RXN SMILES: Cl[CH2:2][C:3]([N:5]1[CH2:10][CH2:9][CH2:8][CH2:7][CH2:6]1)=[O:4].Br[C:12]1([CH2:23][C:24]2[CH:29]=[CH:28][C:27]([Cl:30])=[CH:26][CH:25]=2)[C:20]2[C:15](=[CH:16][C:17]([Cl:21])=[CH:18][CH:19]=2)[NH:14][C:13]1=[O:22]>O>[Cl:21][C:17]1[CH:16]=[C:15]2[C:20]([C:12]([CH2:23][C:24]3[CH:29]=[CH:28][C:27]([Cl:30])=[CH:26][CH:25]=3)([NH:14][CH:15]3[CH2:20][CH2:19][CH2:18][CH2:17][CH2:16]3)[C:13](=[O:22])[N:14]2[CH2:2][C:3](=[O:4])[N:5]2[CH2:10][CH2:9][CH2:8][CH2:7][CH2:6]2)=[CH:19][CH:18]=1. Procedure: To the mixture of 2-chloro-1-piperidin-1-yl-ethanone (41 mg, 31 mmol) and KI (43 mg, 0.26 mmol) in dimethylformide (5 mL) was added rac-3-bromo-6-chloro-3-(4-chloro-benzyl)-1,3-dihydro-indol-2-one (100 mg, 0.26 mmol) prepared in example 76c. After stirring at room temperature for 2 h, water (10 mL) was added and the crude was extracted with ethyl acetate (3×20 mL). The combined organic solution was concentrated in vacuo. The residue was purified with preparative HPLC to give rac-6-chloro-3-(4-ch... Reactants: C([O-])([O-])=O.[Na+].[Na+] (sodium carbonate), NC1=CC=C2CC(C(NC2=C1)=O)C(=O)OCC (ethyl 7-amino-2-oxo-1,2,3,4-tetrahydro-3-quinolinecarboxylate), C(C1=CC=CC=C1)OC(=O)Cl (benzylchloroformate). Solvent: O (water), C1CCOC1 (THF). Product: C(C1=CC=CC=C1)OC(=O)NC1=CC=C2CC(C(NC2=C1)=O)C(=O)OCC (Ethyl 7-benzyloxycarbonylamino-2-oxo-1,2,3,4-tetrahydro-3-quinolinecarboxylate). RXN SMILES: [NH2:1][C:2]1[CH:11]=[C:10]2[C:5]([CH2:6][CH:7]([C:13]([O:15][CH2:16][CH3:17])=[O:14])[C:8](=[O:12])[NH:9]2)=[CH:4][CH:3]=1.C(=O)([O-])[O-].[Na+].[Na+].[CH2:24]([O:31][C:32](Cl)=[O:33])[C:25]1[CH:30]=[CH:29][CH:28]=[CH:27][CH:26]=1>C1COCC1.O>[CH2:24]([O:31][C:32]([NH:1][C:2]1[CH:11]=[C:10]2[C:5]([CH2:6][CH:7]([C:13]([O:15][CH2:16][CH3:17])=[O:14])[C:8](=[O:12])[NH:9]2)=[CH:4][CH:3]=1)=[O:33])[C:25]1[CH:30]=[CH:29][CH:28]=[CH:27][CH:26]=1 |f:1.2.3|. Procedure: To a suspension of ethyl 7-amino-2-oxo-1,2,3,4-tetrahydro-3-quinolinecarboxylate (2.0 g) in THF(40 ml) was added aqueous sodium carbonate (4.5 g in 40 ml) and cooled, to which benzylchloroformate (1.8 ml) was added dropwise. The reaction mixture was diluted with water and extracted with ethyl acetate. The organic layer was washed with a saturated aqueous sodium chloride solution, dried, and concentrated. The precipitated crystals were washed with hexane to obtain the entitled compound (3.07 g). Starting materials: CC1(OCCO1)C1=CC=C(O1)CN1N=C(C=C1)N (1-[5-(2-methyl-[1,3]dioxolan-2-yl)-furan-2-ylmethyl]-1H-pyrazol-3-ylamine), CC=1C=C(C=CC1)C1=C(N=CO1)C(=O)O (5-(3-methyl-phenyl)-oxazole-4-carboxylic acid). Product: C(C)(=O)C1=CC=C(O1)CN1N=C(C=C1)NC(=O)C=1N=COC1C=1C=C(C=CC1)C (5-m-Tolyl-oxazole-4-carboxylic acid [1-(5-acetyl-furan-2-ylmethyl)-1H-pyrazol-3-yl]-amide). Reaction SMILES: [CH3:1][C:2]1([C:7]2[O:11][C:10]([CH2:12][N:13]3[CH:17]=[CH:16][C:15]([NH2:18])=[N:14]3)=[CH:9][CH:8]=2)[O:6]CCO1.[CH3:19][C:20]1[CH:21]=[C:22]([C:26]2[O:30][CH:29]=[N:28][C:27]=2[C:31](O)=[O:32])[CH:23]=[CH:24][CH:25]=1>>[C:2]([C:7]1[O:11][C:10]([CH2:12][N:13]2[CH:17]=[CH:16][C:15]([NH:18][C:31]([C:27]3[N:28]=[CH:29][O:30][C:26]=3[C:22]3[CH:21]=[C:20]([CH3:19])[CH:25]=[CH:24][CH:23]=3)=[O:32])=[N:14]2)=[CH:9][CH:8]=1)(=[O:6])[CH3:1]. Procedure details: Following general procedure B followed by T, starting from 1-[5-(2-methyl-[1,3]dioxolan-2-yl)-furan-2-ylmethyl]-1H-pyrazol-3-ylamine and 5-(3-methyl-phenyl)-oxazole-4-carboxylic acid. LC-MS-conditions 02: tR=1.01 min; [M+H]+=391.5.